This data is from the Open Reaction Database (ORD), a public repository of structured organic reaction records. The task is: describe an organic reaction: reactants, conditions, products, and yield Starting materials: COC=1C=C2C(=C(C(C2=CC1)=O)C=1C=NC=CC1)C1=CC=CC=C1 (5-Methoxy-3-phenyl-2-(pyridin-3-yl)-1H-inden-1-one), FC=1C=C(C=C(C1)F)C1=C(C(C2=CC=C(C=C12)OC)=O)C=1C=NC=CC1 (3-(3,5-difluorophenyl)-5-methoxy-2-(pyridin-3-yl)-1H-inden-1-one). Yields the product OC=1C=C2C(=C(C(C2=CC1)=O)C=1C=NC=CC1)C1=CC=CC=C1 (5-Hydroxy-3-phenyl-2-(pyridin-3-yl)-1H-inden-1-one). Isolated yield 93.0%. RXN SMILES: C[O:2][C:3]1[CH:4]=[C:5]2[C:9](=[CH:10][CH:11]=1)[C:8](=[O:12])[C:7]([C:13]1[CH:14]=[N:15][CH:16]=[CH:17][CH:18]=1)=[C:6]2[C:19]1[CH:24]=[CH:23][CH:22]=[CH:21][CH:20]=1.FC1C=C(C2C3C(=CC=C(OC)C=3)C(=O)C=2C2C=NC=CC=2)C=C(F)C=1>>[OH:2][C:3]1[CH:4]=[C:5]2[C:9](=[CH:10][CH:11]=1)[C:8](=[O:12])[C:7]([C:13]1[CH:14]=[N:15][CH:16]=[CH:17][CH:18]=1)=[C:6]2[C:19]1[CH:20]=[CH:21][CH:22]=[CH:23][CH:24]=1. Procedure: The procedure of Step 5 of Example 128 was repeated except for using 5-methoxy-3-phenyl-2-(pyridin-3-yl)-1H-inden-1-one obtained in Step 5 as a starting material instead of 3-(3,5-difluorophenyl)-5-methoxy-2-(pyridin-3-yl)-1H-inden-1-one to obtain the title compound (93%).